This data is from the Open Reaction Database (ORD), a public repository of structured organic reaction records. The task is: describe an organic reaction: reactants, conditions, products, and yield Yield: 25.0%. Starting materials: 3-amino-1-propane, OC(C=O)C (Hydroxypropanal), C(CCO)O (1,3-propanediol), NCCCN (1,3-diaminopropane), NCCCN (1,3-diaminopropane). As a reaction SMILES: [NH2:1][CH2:2][CH2:3][CH2:4][NH2:5].C(O)CC[OH:9].OC(C)C=O>[Ni]>[NH2:1][CH2:2][CH2:3][CH2:4][OH:9].[NH2:1][CH2:2][CH2:3][CH2:4][NH2:5]. Procedure details: In the case of the two-step procedure for making 1,3-diaminopropane (Equations II and III), the 3-amino-1-propane (APO) intermediate was first generated in 84% yield under relatively mild hydroamination conditions (120° C., LHSV 0.4) using a supported-nickel catalyst from Engelhard (Ni-1404, T 3/16", 69% nickel, ex. 12). Identification was by gc-ms/ir. Major co-products include 1,3-propanediol (2.5%), 1,3-diaminopropane (1.2-1.6%), plus lights. Hydroxypropanal conversion was essentially quantita... Reagents/catalysts: [Ni] (nickel), [Ni] (nickel). Yields the product NCCCO (3-amino-1-propanol), solution, NCCCN (1,3-diaminopropane). Yield: 57.1%. The solvent is CN(C=O)C (N,N-dimethylformamide). As a reaction SMILES: CO[CH:3]1[C:9]2[CH:10]=[C:11]([N+:14]([O-:16])=[O:15])[CH:12]=[CH:13][C:8]=2[CH2:7][CH2:6][NH:5][CH2:4]1.Br[CH2:18][CH2:19][O:20][CH3:21].[C:22](=O)([O-])[O-:23].[K+].[K+]>CN(C)C=O>[CH3:22][O:23][C:12]1[C:11]([N+:14]([O-:16])=[O:15])=[CH:10][C:9]2[CH2:3][CH2:4][N:5]([CH2:18][CH2:19][O:20][CH3:21])[CH2:6][CH2:7][C:8]=2[CH:13]=1 |f:2.3.4|. Reactants: COC1CNCCC2=C1C=C(C=C2)[N+](=O)[O-] (Methoxy-8-nitro-2,3,4,5-tetrahydro-1H-benzo[d]azepine), BrCCOC (1-bromo-2-methoxyethane), C([O-])([O-])=O.[K+].[K+] (potassium carbonate). Procedure details: Methoxy-8-nitro-2,3,4,5-tetrahydro-1H-benzo[d]azepine (3.4 g, 0.015 mol), 1-bromo-2-methoxyethane (2.82 mL, 0.030 mol), and potassium carbonate (6.2 g, 0.045 mol), were added to N,N-dimethylformamide (30 mL), and the reaction was stirred over night at room temperature. The reaction mixture was next partitioned between water and ethyl acetate, and the layers were separated. The aqueous phase was extracted twice with ethyl acetate and the combined organic extracts were dried (MgSO4), filtered, and... The product is COC1=CC2=C(CCN(CC2)CCOC)C=C1[N+](=O)[O-] (7-methoxy-3-(2-methoxy-ethyl)-8-nitro-2,3,4,5-tetrahydro-1H-benzo[d]azepine).